Dataset: the Open Reaction Database (ORD), a public repository of structured organic reaction records. Task: describe an organic reaction: reactants, conditions, products, and yield Reactants: C(C1=CC=CC=C1)OCN1C(C(=C(C1=O)Br)Br)=O (N-benzyloxymethyl-2,3-dibromomaleimide), N1C=CC2=CC=CN=C12 (7-azaindole), [Mg] (magnesium), BrCC (bromoethane), [Cl-].[NH4+] (ammonium chloride). Yields the product C(C)[Mg]Br (ethylmagnesium bromide), C(C1=CC=CC=C1)OCN1C(C(=C(C1=O)C1=CNC2=NC=CC=C21)Br)=O (1-[(benzyloxy)methyl]-3-bromo-4-(1H-pyrrolo[2,3-b]pyrid-3-yl)-1H-pyrrole-2,5-dione). Procedure details: A solution of ethylmagnesium bromide is prepared, starting from magnesium (6.00 mmol) suspended in bromoethane (6.00 mmol) and dry tetrahydrofuran (2.5 ml). The solution is stirred at ambient temperature for 1 hour and then 7-azaindole (6.00 mmol), dissolved in 20 ml of anhydrous toluene, is added dropwise. After stirring at ambient temperature for 1 hour 30 minutes, a solution of N-benzyloxymethyl-2,3-dibromomaleimide (2.01 mmol) in 20 ml of anhydrous toluene is added dropwise. After 20 minutes... RXN SMILES: [Mg:1].Br[CH2:3][CH3:4].[NH:5]1[C:13]2[C:8](=[CH:9][CH:10]=[CH:11][N:12]=2)[CH:7]=[CH:6]1.[CH2:14]([O:21][CH2:22][N:23]1[C:27](=[O:28])[C:26]([Br:29])=[C:25]([Br:30])[C:24]1=[O:31])[C:15]1[CH:20]=[CH:19][CH:18]=[CH:17][CH:16]=1.[Cl-].[NH4+]>C1(C)C=CC=CC=1.ClCCl.O1CCCC1>[CH2:3]([Mg:1][Br:29])[CH3:4].[CH2:14]([O:21][CH2:22][N:23]1[C:27](=[O:28])[C:26]([C:7]2[C:8]3[C:13](=[N:12][CH:11]=[CH:10][CH:9]=3)[NH:5][CH:6]=2)=[C:25]([Br:30])[C:24]1=[O:31])[C:15]1[CH:20]=[CH:19][CH:18]=[CH:17][CH:16]=1 |f:4.5|. Reaction conditions: time 1 hour. The solvent is C1(=CC=CC=C1)C (toluene), ClCCl (dichloromethane), O1CCCC1 (tetrahydrofuran), C1(=CC=CC=C1)C (toluene). The reactants are Cl.NC(C(=O)OC)C(C1=CC=CC=C1)C1=CC=CC=C1 (methyl 2-amino-3,3-diphenylpropanoate hydrochloride), C([O-])([O-])=O.[Na+].[Na+] (sodium carbonate), ClC(=O)OCC (ethyl chloroformate). The solvent is C(Cl)(Cl)Cl (chloroform). Run at time 18 hour. Product: C(C)OC(=O)NC(C(=O)OC)C(C1=CC=CC=C1)C1=CC=CC=C1 (methyl 2-ethoxycarbonylamino-3,3-diphenylpropanoate). RXN SMILES: Cl.[NH2:2][CH:3]([CH:8]([C:15]1[CH:20]=[CH:19][CH:18]=[CH:17][CH:16]=1)[C:9]1[CH:14]=[CH:13][CH:12]=[CH:11][CH:10]=1)[C:4]([O:6][CH3:7])=[O:5].C(=O)([O-])[O-].[Na+].[Na+].Cl[C:28]([O:30][CH2:31][CH3:32])=[O:29]>C(Cl)(Cl)Cl>[CH2:31]([O:30][C:28]([NH:2][CH:3]([CH:8]([C:15]1[CH:20]=[CH:19][CH:18]=[CH:17][CH:16]=1)[C:9]1[CH:10]=[CH:11][CH:12]=[CH:13][CH:14]=1)[C:4]([O:6][CH3:7])=[O:5])=[O:29])[CH3:32] |f:0.1,2.3.4|. Reported procedure: To a solution of methyl 2-amino-3,3-diphenylpropanoate hydrochloride (Example 1a, 28.0 g, 96 mmol), chloroform (250 ml), and 1.0M sodium carbonate (250 ml) was added ethyl chloroformate (9.20 ml, 96 mmol). After the solution had been stirred for 18 h the organic phase was separated, washed with 10% citric acid, water, saturated brine and dried (MgSO4). After removal of the solvent in vacuo the residue was recrystallised from hot methanol to give methyl 2-ethoxycarbonylamino-3,3-diphenylpropanoat... The reactants are C12C=CC(CC1)C2 (Norbornene), C(C=C)(=O)OC (methyl acrylate), C(C)(C)(C)OOC(C)(C)C (Di-t-butylperoxide), CC[Al](CC)Cl.CC[Al](Cl)Cl (Ethylaluminum sesquichloride), CC[Al](CC)Cl.CC[Al](Cl)Cl (ethylaluminum sesquichloride), Cl.CO (HCl MeOH). Solvent: C1(=CC=CC=C1)C (toluene), C1(=CC=CC=C1)C (toluene), C1(=CC=CC=C1)C (toluene). Conditions: time 2 hour. The product is C12C=CC(CC1)C2.C(C=C)(=O)OC (norbornene methyl acrylate). As a reaction SMILES: [CH:1]12[CH2:7][CH:4]([CH2:5][CH2:6]1)[CH:3]=[CH:2]2.[C:8]([O:12][CH3:13])(=[O:11])[CH:9]=[CH2:10].C(OOC(C)(C)C)(C)(C)C.CC[Al](Cl)CC.CC[Al](Cl)Cl.Cl.CO>C1(C)C=CC=CC=1>[CH:1]12[CH2:7][CH:4]([CH2:5][CH2:6]1)[CH:3]=[CH:2]2.[C:8]([O:12][CH3:13])(=[O:11])[CH:9]=[CH2:10] |f:3.4,5.6,8.9|. Procedure details: Norbornene (15.8 g, 168 mmol), methyl acrylate (10 mL, 112 mmol), and Di-t-butylperoxide (0.32 g, 2.2 mmol) were charged into a 250 mL Schlenk flask and dissolved in 30 mL of toluene. Ethylaluminum sesquichloride (0.277 g, 1.12 mmol) was charged into a 100 mL flask and dissolved in 20 mL of toluene. The toluene solution of ethylaluminum sesquichloride was slowly dropped to the 250 mL Schlenk flask at −70° C. The reaction temperature was raised to room temperature while stirring the mixture for 2... Reactants: NC=1C=CC(=C(C1)[C@]1(N=C(O[C@@H](C1)C(F)(F)F)N)C)F ((4S,6S)-4-(5-amino-2-fluorophenyl)-4-methyl-6-(trifluoromethyl)-5,6-dihydro-4H-1,3-oxazin-2-amine), FC(C=1C=CC(=NC1)C(=O)O)F (5-(difluoromethyl)picolinic acid). Product: NC=1O[C@@H](C[C@@](N1)(C)C=1C=C(C=CC1F)NC(C1=NC=C(C=C1)C(F)F)=O)C(F)(F)F (N-(3-((4S,6S)-2-Amino-4-methyl-6-(trifluoromethyl)-5,6-dihydro-4H-1,3-oxazin-4-yl)-4-fluorophenyl)-5-(difluoromethyl)picolinamide). Reaction SMILES: [NH2:1][C:2]1[CH:3]=[CH:4][C:5]([F:20])=[C:6]([C@:8]2([CH3:19])[CH2:13][C@@H:12]([C:14]([F:17])([F:16])[F:15])[O:11][C:10]([NH2:18])=[N:9]2)[CH:7]=1.[F:21][CH:22]([F:32])[C:23]1[CH:24]=[CH:25][C:26]([C:29](O)=[O:30])=[N:27][CH:28]=1>>[NH2:18][C:10]1[O:11][C@H:12]([C:14]([F:16])([F:17])[F:15])[CH2:13][C@:8]([C:6]2[CH:7]=[C:2]([NH:1][C:29](=[O:30])[C:26]3[CH:25]=[CH:24][C:23]([CH:22]([F:32])[F:21])=[CH:28][N:27]=3)[CH:3]=[CH:4][C:5]=2[F:20])([CH3:19])[N:9]=1. Procedure: The coupling of (4S,6S)-4-(5-amino-2-fluorophenyl)-4-methyl-6-(trifluoromethyl)-5,6-dihydro-4H-1,3-oxazin-2-amine (XI-1) and 5-(difluoromethyl)picolinic acid [J. D. Scott et al. WO2011044181 (2011)] following General Procedure G yielded the title compound as a colorless amorphous solid. MS: m/z=447.5 [M+H]+. Starting materials: [BH4-].[Na+] (sodium borohydride), CNC1=NC(=NC=C1C=S)C (4-methylamino-2-methylthiopyrimidine-5-carboxaldehyde), NC=1C(=CC=CC1)C (o-toluidine), C1(=CC=C(C=C1)S(=O)(=O)O)C (4-toluenesulfonic acid), [BH4-].[Na+] (sodium borohydride). The solvent is C1(=CC=CC=C1)C (toluene), O (water). Conditions: temperature 70 celsius. Yields the product CC1=C(C=CC=C1)NCC=1C(=NC(=NC1)SC)NC (5-(2-methylphenyl)aminomethyl-4-methylamino-2-methylthiopyrimidine). The yield is 230.8%. RXN SMILES: [CH3:1][NH:2][C:3]1[C:8]([CH:9]=S)=[CH:7][N:6]=[C:5](C)[N:4]=1.[NH2:12][C:13]1[C:14]([CH3:19])=[CH:15][CH:16]=[CH:17][CH:18]=1.C1(C)C=C[C:23]([S:26](O)(=O)=O)=CC=1.[BH4-].[Na+]>C1(C)C=CC=CC=1.O>[CH3:19][C:14]1[CH:15]=[CH:16][CH:17]=[CH:18][C:13]=1[NH:12][CH2:9][C:8]1[C:3]([NH:2][CH3:1])=[N:4][C:5]([S:26][CH3:23])=[N:6][CH:7]=1 |f:3.4|. Procedure: A mixture of 300 mg (1.6 mmol) of 4-methylamino-2-methylthiopyrimidine-5-carboxaldehyde, 0.20 ml (1.8 mmol) of o-toluidine and 59 mg (0.3 mmol) of 4-toluenesulfonic acid in 50 ml of toluene was heated at reflux with azeotropic removal of water for 18 hours. The mixture was cooled and evaporated. The residue was dissolved in 40 ml of ethanol and heated to 70° C. 300 mg (8 mmol) of sodium borohydride were added cautiously and the mixture was heated at 70° C. for 2 hours. A further 300 mg (0.8 mmol... Reactants: Cl.NO (hydroxylamine hydrochloride), C([O-])([O-])=O.[Na+].[Na+] (sodium carbonate), Cl.C(C)OC(=O)C1=C(NC=2N(C1C1=CC(=CC=C1)[N+](=O)[O-])C=CN2)C=O (6-ethoxycarbonyl-7-formyl-5-(3-nitrophenyl)-5,8-dihydroimidazo[1,2-a]pyrimidine hydrochloride). Run in C(C)O (ethanol), CN(C=O)C (dimethylformamide). Reaction conditions: temperature 50 celsius, time 1.5 hour. Product: C(C)OC(=O)C1=C(NC=2N(C1C1=CC(=CC=C1)[N+](=O)[O-])C=CN2)C=NO (6-ethoxycarbonyl-7-hydroxyiminomethyl-5-(3-nitrophenyl)-5,8-dihydroimidazo[1,2-a]pyrimidine). As a reaction SMILES: Cl.[CH2:2]([O:4][C:5]([C:7]1[CH:12]([C:13]2[CH:18]=[CH:17][CH:16]=[C:15]([N+:19]([O-:21])=[O:20])[CH:14]=2)[N:11]2[CH:22]=[CH:23][N:24]=[C:10]2[NH:9][C:8]=1[CH:25]=O)=[O:6])[CH3:3].Cl.[NH2:28][OH:29].C(=O)([O-])[O-].[Na+].[Na+]>C(O)C.CN(C)C=O>[CH2:2]([O:4][C:5]([C:7]1[CH:12]([C:13]2[CH:18]=[CH:17][CH:16]=[C:15]([N+:19]([O-:21])=[O:20])[CH:14]=2)[N:11]2[CH:22]=[CH:23][N:24]=[C:10]2[NH:9][C:8]=1[CH:25]=[N:28][OH:29])=[O:6])[CH3:3] |f:0.1,2.3,4.5.6|. Procedure: To a solution of 6-ethoxycarbonyl-7-formyl-5-(3-nitrophenyl)-5,8-dihydroimidazo[1,2-a]pyrimidine hydrochloride in a mixture of 20 ml of ethanol and 20 ml of dimethylformamide are added 0.88 g of hydroxylamine hydrochloride and 1.22 g of sodium carbonate and the mixture is stirred at 50° C. for 1.5 hours. The solvent is distilled off under reduced pressure and water is added to the residue, then precipitated crystals are collected by filtration. The crystals are recrystallized from a mixture of c... Reactants: ClCCl, CS(=O)(=O)O, [Cl-], OC(c1ccc(F)cc1)c1ccc(F)cc1, [NH4+], [Na+], [OH-], CCOC(=O)c1cc2ccccc2[nH]1. The product is CCOC(=O)c1[nH]c2ccccc2c1C(c1ccc(F)cc1)c1ccc(F)cc1. Reaction SMILES: [CH2:40]([Cl:41])[Cl:42].[CH3:31][S:32](=[O:33])(=[O:34])[OH:35].[Cl-:38].[F:1][c:2]1[cH:3][cH:4][c:5]([CH:6]([c:7]2[cH:8][cH:9][c:10]([F:13])[cH:11][cH:12]2)[OH:14])[cH:15][cH:16]1.[NH4+:39].[Na+:37].[OH-:36].[nH:17]1[c:18]([C:26](=[O:27])[O:28][CH2:29][CH3:30])[cH:19][c:20]2[cH:21][cH:22][cH:23][cH:24][c:25]12>>[F:1][c:2]1[cH:3][cH:4][c:5]([CH:6]([c:7]2[cH:8][cH:9][c:10]([F:13])[cH:11][cH:12]2)[c:19]2[c:18]([C:26](=[O:27])[O:28][CH2:29][CH3:30])[nH:17][c:25]3[c:20]2[cH:21][cH:22][cH:23][cH:24]3)[cH:15][cH:16]1. Reaction SMILES: [Cl:1][c:2]1[cH:3][cH:4][c:5]2[c:6]([cH:33]1)[C:7]([c:27]1[cH:28][cH:29][cH:30][cH:31][cH:32]1)=[N:8][CH2:9][C:10]([O:12][P:13]([N:14]1[CH2:15][CH2:16][O:17][CH2:18][CH2:19]1)([N:20]1[CH2:21][CH2:22][O:23][CH2:24][CH2:25]1)=[O:26])=[N:11]2.[O:35]1[CH2:36][CH2:37][CH2:38][CH2:39]1.[SH2:34]>>[Cl:1][c:2]1[cH:3][cH:4][c:5]2[c:6]([cH:33]1)[C:7]([c:27]1[cH:28][cH:29][cH:30][cH:31][cH:32]1)=[N:8][CH2:9][C:10](=[S:34])[NH:11]2. Reactants: O=P(OC1=Nc2ccc(Cl)cc2C(c2ccccc2)=NC1)(N1CCOCC1)N1CCOCC1, C1CCOC1, S. Yields the product S=C1CN=C(c2ccccc2)c2cc(Cl)ccc2N1. Reactants: CCOC(C)=O, CN, Fc1ncccc1I, O. Yields the product NCc1ncccc1I. Reaction SMILES: [CH3:12][CH2:13][O:14][C:15](=[O:16])[CH3:17].[CH3:1][NH2:2].[F:3][c:4]1[n:5][cH:6][cH:7][cH:8][c:9]1[I:10].[OH2:11]>>[CH2:1]([NH2:2])[c:4]1[n:5][cH:6][cH:7][cH:8][c:9]1[I:10].